From a dataset of the Open Reaction Database (ORD), a public repository of structured organic reaction records. describe an organic reaction: reactants, conditions, products, and yield The reactants are O1C(OCC1)COC1=CC=C(N)C=C1 (4-(1,3-dioxolan-2-yl)methoxyaniline), ClC=1C2=C(N=CN1)C=NC(=C2)Cl (4,6-dichloropyrido[3,4-d]pyrimidine). Product: Cl.ClC1=CC2=C(N=CN=C2NC2=CC=C(C=C2)OCC2OCCO2)C=N1 (6-Chloro-4-[4-(1,3-dioxolan-2-yl)methoxyanilino]pyrido[3,4-d]pyrimidine hydochloride). As a reaction SMILES: [O:1]1[CH2:5][CH2:4][O:3][CH:2]1[CH2:6][O:7][C:8]1[CH:14]=[CH:13][C:11]([NH2:12])=[CH:10][CH:9]=1.[Cl:15][C:16]1[C:17]2[CH:25]=[C:24]([Cl:26])[N:23]=[CH:22][C:18]=2[N:19]=[CH:20][N:21]=1>>[ClH:15].[Cl:26][C:24]1[N:23]=[CH:22][C:18]2[N:19]=[CH:20][N:21]=[C:16]([NH:12][C:11]3[CH:10]=[CH:9][C:8]([O:7][CH2:6][CH:2]4[O:3][CH2:4][CH2:5][O:1]4)=[CH:14][CH:13]=3)[C:17]=2[CH:25]=1 |f:2.3|. Reported procedure: Prepared according to Procedure A from 4-(1,3-dioxolan-2-yl)methoxyaniline (prepared according to the published method: WO 96/09294) and 4,6-dichloropyrido[3,4-d]pyrimidine; δH [2H6]-DMSO 9.06 (1H,s), 8.85 (1H,s), 8.79 (1H,s), 7.73 (2H,d), 7.05 (2H,d), 5.21 (1H,t), 3.70-4.06 (6H,m); m/z (M+1)+359.